Dataset: the Open Reaction Database (ORD), a public repository of structured organic reaction records. Task: describe an organic reaction: reactants, conditions, products, and yield Reactants: O=C(O)c1cc2sc(Cl)c(Cl)c2[nH]1, CCN=C=NCCCN(C)C, COC(=O)CN1C(=O)C(NC(=O)c2cc3cc(Cl)sc3[nH]2)Cc2ccccc21, ClCCl, O, On1nnc2ccccc21. Product: COC(=O)CN1C(=O)C(NC(=O)c2cc3sc(Cl)c(Cl)c3[nH]2)Cc2ccccc21. RXN SMILES: [C:1](=[O:2])([OH:3])[c:4]1[cH:5][c:6]2[c:7]([nH:8]1)[c:9]([Cl:13])[c:10]([Cl:12])[s:11]2.[CH3:24][CH2:25][N:26]=[C:27]=[N:28][CH2:29][CH2:30][CH2:31][N:32]([CH3:33])[CH3:34].[Cl:35][c:36]1[s:37][c:38]2[nH:39][c:40]([C:41](=[O:42])[NH:45][CH:46]3[C:47](=[O:61])[N:48]([CH2:56][C:57](=[O:58])[O:59][CH3:60])[c:49]4[cH:50][cH:51][cH:52][cH:53][c:54]4[CH2:55]3)[cH:43][c:44]2[cH:62]1.[Cl:64][CH2:65][Cl:66].[OH2:63].[OH:14][n:15]1[c:16]2[c:17]([cH:18][cH:19][cH:20][cH:21]2)[n:22][n:23]1>>[C:1](=[O:3])([c:4]1[cH:5][c:6]2[c:7]([nH:8]1)[c:9]([Cl:13])[c:10]([Cl:12])[s:11]2)[NH:45][CH:46]1[C:47](=[O:61])[N:48]([CH2:56][C:57](=[O:58])[O:59][CH3:60])[c:49]2[cH:50][cH:51][cH:52][cH:53][c:54]2[CH2:55]1. Starting materials: O=C([O-])[O-], C=CCBr, COC(=O)C(Cc1c(Br)[nH]c2cc(Br)c(OC)c(Br)c12)NC(C)=O, CN(C)C=O, [K+], [K+], O. Product: C=CCn1c(Br)c(CC(NC(C)=O)C(=O)OC)c2c(Br)c(OC)c(Br)cc21. RXN SMILES: [C:25](=[O:26])([O-:27])[O-:28].[CH2:31]([CH:32]=[CH2:33])[Br:34].[CH3:1][O:2][C:3]([CH:4]([NH:5][C:6]([CH3:7])=[O:8])[CH2:9][c:10]1[c:11]([Br:23])[nH:12][c:13]2[cH:14][c:15]([Br:22])[c:16]([O:20][CH3:21])[c:17]([Br:19])[c:18]12)=[O:24].[CH3:36][N:37]([CH3:38])[CH:39]=[O:40].[K+:29].[K+:30].[OH2:35]>>[CH3:1][O:2][C:3]([CH:4]([NH:5][C:6]([CH3:7])=[O:8])[CH2:9][c:10]1[c:11]([Br:23])[n:12]([CH2:33][CH:32]=[CH2:31])[c:13]2[cH:14][c:15]([Br:22])[c:16]([O:20][CH3:21])[c:17]([Br:19])[c:18]12)=[O:24]. Starting materials: C(C)C=1C(=NC(=C(N1)I)CC)N[C@@H]1CN(C[C@@H]1OCC)C(=O)OC (methyl (3R,4S)-3-[(3,6-diethyl-5-iodopyrazin-2-yl)amino]-4-ethoxypyrrolidine-1-carboxylate), C(C)C=1C(=NC(=CN1)CC)N[C@@H]1CN(C[C@@H]1OCC)C(=O)OCC1=CC=CC=C1 (benzyl (3R,4S)-3-[(3,6-diethylpyrazin-2-yl)amino]-4-ethoxypyrrolidine-1-carboxylate). Yields the product C(C)C=1C(=NC(=C(N1)I)CC)N[C@@H]1CN(C[C@@H]1OCC)C(=O)OCC1=CC=CC=C1 (benzyl (3R,4S)-3-[(3,6-diethyl-5-iodopyrazin-2-yl)amino]-4-ethoxypyrrolidine-1-carboxylate). Reaction SMILES: [CH2:1]([C:3]1[C:4]([NH:12][C@H:13]2[C@@H:17]([O:18][CH2:19][CH3:20])[CH2:16][N:15]([C:21]([O:23][CH3:24])=[O:22])[CH2:14]2)=[N:5][C:6]([CH2:10][CH3:11])=[C:7]([I:9])[N:8]=1)[CH3:2].C(C1C(N[C@H]2[C@@H](OCC)CN(C(OC[C:48]3[CH:53]=[CH:52][CH:51]=[CH:50][CH:49]=3)=O)C2)=NC(CC)=CN=1)C>>[CH2:1]([C:3]1[C:4]([NH:12][C@H:13]2[C@@H:17]([O:18][CH2:19][CH3:20])[CH2:16][N:15]([C:21]([O:23][CH2:24][C:48]3[CH:53]=[CH:52][CH:51]=[CH:50][CH:49]=3)=[O:22])[CH2:14]2)=[N:5][C:6]([CH2:10][CH3:11])=[C:7]([I:9])[N:8]=1)[CH3:2]. Reported procedure: Following the procedure for the preparation of methyl (3R,4S)-3-[(3,6-diethyl-5-iodopyrazin-2-yl)amino]-4-ethoxypyrrolidine-1-carboxylate but substituting benzyl (3R,4S)-3-[(3,6-diethylpyrazin-2-yl)amino]-4-ethoxypyrrolidine-1-carboxylate provided the title compound as an oil: 1H NMR (400 MHz, CDCl3) δ) 7.30–7.25, 5.06, 4.96, 4.53, 3.96, 3.86, 3.64–3.47, 3.35, 3.25–3.13, 2.68, 2.51, 1.20–1.12; IR (liq.) 2972, 2338 (w), 1949 (w), 1708 (s), 1554 (s), 1537 (s), 1475 (s), 1456 (s), 1447 (s), 1421 (s... Starting materials: C(N)(=O)C1=CC=CC=2N=C(OC21)C2CN(C2)C(=O)OCC2=CC=CC=C2 (benzyl 3-(7-carbamoylbenzo[d]oxazol-2-yl)azetidine-1-carboxylate). The reagents and catalysts are [Pd] (Pd/C). The solvent is CO (methanol). Reaction conditions: time 2 hour. Product: N1CC(C1)C=1OC2=C(N1)C=CC=C2C(=O)N (2-(azetidin-3-yl)benzo[d]oxazole-7-carboxamide). The yield is 6.1%. Reaction SMILES: [C:1]([C:4]1[C:12]2[O:11][C:10]([CH:13]3[CH2:16][N:15](C(OCC4C=CC=CC=4)=O)[CH2:14]3)=[N:9][C:8]=2[CH:7]=[CH:6][CH:5]=1)(=[O:3])[NH2:2]>[Pd].CO>[NH:15]1[CH2:14][CH:13]([C:10]2[O:11][C:12]3[C:4]([C:1]([NH2:2])=[O:3])=[CH:5][CH:6]=[CH:7][C:8]=3[N:9]=2)[CH2:16]1. Procedure: A mixture of benzyl 3-(7-carbamoylbenzo[d]oxazol-2-yl)azetidine-1-carboxylate (160 mg, 0.45 mmol), 10% Pd/C (20 mg) of methanol (30 ml) was stirred at room temperature for 2 h. Then the mixture was filtered and evaporated under reduced pressure. The residue was purified by pre-HPLC. 6 mg of 2-(azetidin-3-yl)benzo[d]oxazole-7-carboxamide was obtained. LC-MS (ESI) m/z: 218 (M+1)+. 1H-NMR (400 MHz, CDCl3): δ 1.84 (brs, 1H), 3.39 (t, 3H), 4.11 (t, 3H), 4.21 (m, 1H), 6.12 (brs, 1H), 6.96 (brs, 1H), 7...